From a dataset of the Open Reaction Database (ORD), a public repository of structured organic reaction records. describe an organic reaction: reactants, conditions, products, and yield The reactants are C1(=CC=CC=C1)B(O)O (phenyl boronic acid), BrC1=CC2=NC=CC(=C2S1)NC=1C=C2C=C(NC2=CC1)C ((2-bromothieno[3,2-b]pyridin-7-yl)-(2-methyl-1H-indol-5-yl)-amine). Yields the product CC=1NC2=CC=C(C=C2C1)NC1=C2C(=NC=C1)C=C(S2)C2=CC=CC=C2 ((2-Methyl-1H-indol-5-yl)-(2-phenyl-thieno[3,2-b]pyridin-7-yl)-amine). As a reaction SMILES: [C:1]1(B(O)O)[CH:6]=[CH:5][CH:4]=[CH:3][CH:2]=1.Br[C:11]1[S:19][C:18]2[C:13](=[N:14][CH:15]=[CH:16][C:17]=2[NH:20][C:21]2[CH:22]=[C:23]3[C:27](=[CH:28][CH:29]=2)[NH:26][C:25]([CH3:30])=[CH:24]3)[CH:12]=1>>[CH3:30][C:25]1[NH:26][C:27]2[C:23]([CH:24]=1)=[CH:22][C:21]([NH:20][C:17]1[CH:16]=[CH:15][N:14]=[C:13]3[CH:12]=[C:11]([C:1]4[CH:6]=[CH:5][CH:4]=[CH:3][CH:2]=4)[S:19][C:18]=13)=[CH:29][CH:28]=2. Procedure details: The title compound was prepared from phenyl boronic acid and (2-bromothieno[3,2-b]pyridin-7-yl)-(2-methyl-1H-indol-5-yl)-amine by the procedure analogous to example 2 above. 1H NMR (400 MHz, CD3OD) δ8.02 (d, 1H), 7.67 (d, 2H), 7.54 (s, 1H), 7.30 (m, 5H), 6.94 (d, 1H), 6.54 (d, 1H), 6.09 (s, 1H), 2.39 (s, 3H); RP18-HPLC RT: 6.21 minutes; API MS 356 (M+1). Procedure details: A mixture of (6-chloro-2-methoxy-pyrimidin-4-yl)-[2(4-trifluoromethoxyphenyl)-ethyl]amine [475 mg, 1.36 mmol, Intermediate (13)], 5-(4,4,5,5-tetramethyl-[1,3,2]dioxaborolan-2-yl)-2,3-dihydro-benzofuran-2-carboxylic acid (266 mg, 0.91 mmol), Cs2CO3 (1.19 g, 3.6 mmol) and tetrakis(triphenylphosphine)palladium (146 mg, 0.13 mmol) in water (2 mL) and ethylene glycol dimethyl ether (8 mL) is degassed with bubbling nitrogen for 5 minutes and heated at 60° C. for 23 hours. The reaction mixture is coole... The yield is 31.8%. As a reaction SMILES: [Cl:1][C:2]1[N:7]=[C:6]([O:8][CH3:9])[N:5]=[C:4]([NH:10][CH2:11][CH2:12][C:13]2[CH:18]=[CH:17][C:16]([O:19][C:20]([F:23])([F:22])[F:21])=[CH:15][CH:14]=2)[CH:3]=1.CC1(C)C(C)(C)OB([C:32]2[CH:33]=[CH:34][C:35]3[O:39][CH:38]([C:40]([OH:42])=[O:41])[CH2:37][C:36]=3[CH:43]=2)O1.C([O-])([O-])=O.[Cs+].[Cs+]>O.COCCOC.C1C=CC([P]([Pd]([P](C2C=CC=CC=2)(C2C=CC=CC=2)C2C=CC=CC=2)([P](C2C=CC=CC=2)(C2C=CC=CC=2)C2C=CC=CC=2)[P](C2C=CC=CC=2)(C2C=CC=CC=2)C2C=CC=CC=2)(C2C=CC=CC=2)C2C=CC=CC=2)=CC=1>[ClH:1].[CH3:9][O:8][C:6]1[N:7]=[C:2]([C:32]2[CH:33]=[CH:34][C:35]3[O:39][CH:38]([C:40]([OH:42])=[O:41])[CH2:37][C:36]=3[CH:43]=2)[CH:3]=[C:4]([NH:10][CH2:11][CH2:12][C:13]2[CH:18]=[CH:17][C:16]([O:19][C:20]([F:23])([F:22])[F:21])=[CH:15][CH:14]=2)[N:5]=1 |f:2.3.4,8.9,^1:61,63,82,101|. The reagents and catalysts are C=1C=CC(=CC1)[P](C=2C=CC=CC2)(C=3C=CC=CC3)[Pd]([P](C=4C=CC=CC4)(C=5C=CC=CC5)C=6C=CC=CC6)([P](C=7C=CC=CC7)(C=8C=CC=CC8)C=9C=CC=CC9)[P](C=1C=CC=CC1)(C=1C=CC=CC1)C=1C=CC=CC1 (tetrakis(triphenylphosphine)palladium). Conditions: temperature 60 celsius. Starting materials: ClC1=CC(=NC(=N1)OC)NCCC1=CC=C(C=C1)OC(F)(F)F ((6-chloro-2-methoxy-pyrimidin-4-yl)-[2-(4-trifluoromethoxy-phenyl)-ethyl]-amine), ClC1=CC(=NC(=N1)OC)NCCC1=CC=C(C=C1)OC(F)(F)F ((6-chloro-2-methoxy-pyrimidin-4-yl)-[2-(4-trifluoromethoxy-phenyl)-ethyl]-amine), CC1(OB(OC1(C)C)C=1C=CC2=C(CC(O2)C(=O)O)C1)C (5-(4,4,5,5-tetramethyl-[1,3,2]dioxaborolan-2-yl)-2,3-dihydro-benzofuran-2-carboxylic acid), C(=O)([O-])[O-].[Cs+].[Cs+] (Cs2CO3). Yields the product Cl.COC1=NC(=CC(=N1)C=1C=CC2=C(CC(O2)C(=O)O)C1)NCCC1=CC=C(C=C1)OC(F)(F)F (5-{2-methoxy-6-[2-(4-trifluoromethoxy-phenyl)-ethylamino]-pyrimidin-4-yl}-2,3-dihydro-benzofuran-2-carboxylic acid hydrochloride). Run in O (water), COCCOC (ethylene glycol dimethyl ether).